This data is from the Open Reaction Database (ORD), a public repository of structured organic reaction records. The task is: describe an organic reaction: reactants, conditions, products, and yield Starting materials: ClC1=C(C=C(N=N1)N)C (6-chloro-5-methylpyridazin-3-amine), ClC=1N=NC(=C(C1)C)N (3-chloro-5-methylpyridazin-6-amine), 1a, C(=O)(O)[O-].[Na+] (NaHCO3), BrBr (Br2). Solvent: CCOC(=O)C (EtOAc), CO (MeOH). Conditions: time 4 hour. Product: BrC1=C(N=NC(=C1C)Cl)N (4-bromo-6-chloro-5-methylpyridazin-3-amine). Reaction SMILES: [Cl:1][C:2]1[N:7]=[N:6][C:5]([NH2:8])=[CH:4][C:3]=1[CH3:9].ClC1N=NC(N)=C(C)C=1.C([O-])(O)=O.[Na+].[Br:24]Br>CO.CCOC(C)=O>[Br:24][C:4]1[C:3]([CH3:9])=[C:2]([Cl:1])[N:7]=[N:6][C:5]=1[NH2:8] |f:2.3|. Reported procedure: The mixture of 6-chloro-5-methylpyridazin-3-amine and 3-chloro-5-methylpyridazin-6-amine (1.45 g, 10 mmol) from 1a and NaHCO3 (2.1 g, 25 mmol) were suspended in MeOH (20 mL) and treated with Br2 (0.57 mL, 11 mmol). The mixture was stirred at room temperature for 4 h, then filtered. The filtrate was condensed in vacuo. The resulting residue was resuspended in EtOAc (100 mL) and washed sequentially with sat. aqueous NaHCO3 solution (2×20 mL) and aqueous NaCl solution (1×20 mL). The solution was dr... The reactants are C1CCN2CC=C(CC12)C1=CNC2=CC=NC=C12 (3-(1,2,3,5,8,8a-hexahydro-7-indolizinyl)-1H-5-Azaindole), C1(=CC=CC2=CC=CC=C12)S(=O)(=O)Cl (1-naphthalenesulfonyl chloride), C[Si](C)(C)[N-][Si](C)(C)C.[Na+] (NaN(TMS)2). Run in C1CCOC1 (THF). The product is C1CCN2CC=C(CC12)C1=CN(C2=CC=NC=C12)S(=O)(=O)C1=CC=CC2=CC=CC=C12 (3-(1,2,3,5,8,8a-Hexahydro-7-indolizinyl)-1-(1-naphthalenesulfonyl)-5-azaindole). RXN SMILES: [CH2:1]1[CH:9]2[N:4]([CH2:5][CH:6]=[C:7]([C:10]3[C:18]4[C:13](=[CH:14][CH:15]=[N:16][CH:17]=4)[NH:12][CH:11]=3)[CH2:8]2)[CH2:3][CH2:2]1.[C:19]1([S:29](Cl)(=[O:31])=[O:30])[C:28]2[C:23](=[CH:24][CH:25]=[CH:26][CH:27]=2)[CH:22]=[CH:21][CH:20]=1.C[Si]([N-][Si](C)(C)C)(C)C.[Na+]>C1COCC1>[CH2:1]1[CH:9]2[N:4]([CH2:5][CH:6]=[C:7]([C:10]3[C:18]4[C:13](=[CH:14][CH:15]=[N:16][CH:17]=4)[N:12]([S:29]([C:19]4[C:28]5[C:23](=[CH:24][CH:25]=[CH:26][CH:27]=5)[CH:22]=[CH:21][CH:20]=4)(=[O:31])=[O:30])[CH:11]=3)[CH2:8]2)[CH2:3][CH2:2]1 |f:2.3|. Procedure: from 3-(1,2,3,5,8,8a-hexahydro-7-indolizinyl)-1H-5-Azaindole (10 mg, 0.0418 mmol), 1-naphthalenesulfonyl chloride (20 mg, 0.088 mmol) and 1M NaN(TMS)2 (100 μL, 0.10 mmol) in THF (0.5 mL) at RT.